Dataset: the Open Reaction Database (ORD), a public repository of structured organic reaction records. Task: describe an organic reaction: reactants, conditions, products, and yield The reactants are COC(=O)C=CC=CCS(=O)(=O)c1ccccc1, CO, [Na+], [OH-]. The product is O=C(O)C=CC=CCS(=O)(=O)c1ccccc1. As a reaction SMILES: [CH3:1][O:2][C:3]([CH:4]=[CH:5][CH:6]=[CH:7][CH2:8][S:9](=[O:10])(=[O:11])[c:12]1[cH:13][cH:14][cH:15][cH:16][cH:17]1)=[O:18].[CH3:21][OH:22].[Na+:20].[OH-:19]>>[O:2]=[C:3]([CH:4]=[CH:5][CH:6]=[CH:7][CH2:8][S:9](=[O:10])(=[O:11])[c:12]1[cH:13][cH:14][cH:15][cH:16][cH:17]1)[OH:18]. Reactants: C1CCOC1, Cl, COc1c(-c2cccs2)c(=O)c2ccc(Cl)cc2[nH]c1=O. Yields the product O=c1[nH]c2cc(Cl)ccc2c(=O)c(-c2cccs2)c1O. RXN SMILES: [CH2:23]1[O:24][CH2:25][CH2:26][CH2:27]1.[ClH:22].[s:1]1[c:2](-[c:6]2[c:7](=[O:21])[c:8]3[c:9]([nH:10][c:11](=[O:15])[c:12]2[O:13][CH3:14])[cH:16][c:17]([Cl:20])[cH:18][cH:19]3)[cH:3][cH:4][cH:5]1>>[s:1]1[c:2](-[c:6]2[c:7](=[O:21])[c:8]3[c:9]([nH:10][c:11](=[O:15])[c:12]2[OH:13])[cH:16][c:17]([Cl:20])[cH:18][cH:19]3)[cH:3][cH:4][cH:5]1. Starting materials: C(C)OP(OCC)(=O)C[N+]#[C-] (diethylisocyanomethylphosphonate), C(CCC)[Li] (butyl lithium), C(C)(=O)C=1SC=CC1 (2-acetylthiophene), Cl (HCl). Solvent: C(C)OCC (diethyl ether), C(C)OCC (diethyl ether). Conditions: temperature 0 celsius, time 1.5 hour. Yields the product S1C(=CC=C1)C(C=O)C (2-thiophen-2-yl-propionaldehyde). Reaction SMILES: C(OP(C[N+]#[C-])(=O)[O:5][CH2:6][CH3:7])C.[CH2:12]([Li])CCC.C([C:20]1[S:21][CH:22]=[CH:23][CH:24]=1)(=O)C.Cl>C(OCC)C>[S:21]1[CH:22]=[CH:23][CH:24]=[C:20]1[CH:7]([CH3:12])[CH:6]=[O:5]. Reported procedure: To a solution of diethylisocyanomethylphosphonate in diethyl ether (40 ml) was added butyl lithium (6.9 ml, 1.6M in hexane) dropwise at −60° C. After the reaction mixture was stirred at −60° C. for additional 15 min a solution of 2-acetylthiophene (1.26 g, 10 mmol) in diethyl ether (10 ml) was added at the same temperature. The reaction mixture was warmed up to 0° C. and was stirred for 1.5 h. Concentrated HCl (15 ml) was added at 0° C. and then ice bath was removed. After the resulting mixture ...